Dataset: the Open Reaction Database (ORD), a public repository of structured organic reaction records. Task: describe an organic reaction: reactants, conditions, products, and yield Starting materials: BrC=1C=CC=2N(C1)C=C(N2)NC(=O)NCCC=2N=NN(N2)C(C)C (1-(6-Bromo-imidazo[1,2-a]pyridin-2-yl)-3-[2-(2-isopropyl-2H-tetrazol-5-yl)-ethyl]-urea), C(C)N1N=C(N=N1)CCN (2-(2-ethyl-2H-tetrazol-5-yl)-ethylamine), Cl.C(C)(C)N1N=C(N=N1)CCN (2-(2-isopropyl-2H-tetrazol-5-yl)-ethylamine hydrochloride), C(C)N1N=C(N=N1)CCN (2-(2-ethyl-2H-tetrazol-5-yl)-ethylamine). The product is BrC=1C=CC=2N(C1)C=C(N2)NC(=O)NCCC=2N=NN(N2)CC (1-(6-Bromo-imidazo[1,2-a]pyridin-2-yl)-3-[2-(2-ethyl-2H-tetrazol-5-yl)-ethyl]-urea). RXN SMILES: [Br:1][C:2]1[CH:3]=[CH:4][C:5]2[N:6]([CH:8]=[C:9]([NH:11][C:12]([NH:14][CH2:15][CH2:16][C:17]3[N:18]=[N:19][N:20]([CH:22](C)[CH3:23])[N:21]=3)=[O:13])[N:10]=2)[CH:7]=1.Cl.C(N1N=NC(CCN)=N1)(C)C.C(N1N=NC(CCN)=N1)C>>[Br:1][C:2]1[CH:3]=[CH:4][C:5]2[N:6]([CH:8]=[C:9]([NH:11][C:12]([NH:14][CH2:15][CH2:16][C:17]3[N:18]=[N:19][N:20]([CH2:22][CH3:23])[N:21]=3)=[O:13])[N:10]=2)[CH:7]=1 |f:1.2|. Reported procedure: This compound is prepared analogously to Intermediate E1 (described in preparation of intermediates section) by replacing 2-(2-isopropyl-2H-tetrazol-5-yl)-ethylamine hydrochloride (Intermediate D1) with 2-(2-ethyl-2H-tetrazol-5-yl)-ethylamine (Intermediate D2). Reactants: CCOC[PH](=O)Cc1c(Cl)cccc1C(=O)O, Cl, C1COCCO1. Product: O=C(O)c1cccc(Cl)c1C[PH](=O)CO. RXN SMILES: [Cl:1][c:2]1[c:3]([CH2:11][PH:12](=[O:13])[CH2:14][O:15][CH2:16][CH3:17])[c:4]([C:5](=[O:6])[OH:7])[cH:8][cH:9][cH:10]1.[ClH:18].[O:19]1[CH2:20][CH2:21][O:22][CH2:23][CH2:24]1>>[Cl:1][c:2]1[c:3]([CH2:11][PH:12](=[O:13])[CH2:14][OH:15])[c:4]([C:5](=[O:6])[OH:7])[cH:8][cH:9][cH:10]1. Reactants: Cl.C(C)OC(CN)=O (glycine ethyl ester HCl), CCN(C(C)C)C(C)C (DIPEA), C(C1=CC=CC=C1)OC1=CC=C(C(=O)O)C=C1 (4-benzyloxy benzoic acid), C=1C=CC2=C(C1)N=NN2O (HOBT), CCN=C=NCCCN(C)C.Cl (EDCI.HCl). The solvent is O (Water), CN(C)C=O (DMF). Conditions: time 8 hour. The product is C(C)OC(CNC(C1=CC=C(C=C1)OCC1=CC=CC=C1)=O)=O ((4-Benzyloxy-benzoylamino)-acetic acid ethyl ester). Yield: 90.6%. Reaction SMILES: CCN(C(C)C)C(C)C.[CH2:10]([O:17][C:18]1[CH:26]=[CH:25][C:21]([C:22]([OH:24])=O)=[CH:20][CH:19]=1)[C:11]1[CH:16]=[CH:15][CH:14]=[CH:13][CH:12]=1.C1C=CC2N(O)N=NC=2C=1.CCN=C=NCCCN(C)C.Cl.Cl.[CH2:50]([O:52][C:53](=[O:56])[CH2:54][NH2:55])[CH3:51]>CN(C=O)C.O>[CH2:50]([O:52][C:53](=[O:56])[CH2:54][NH:55][C:22](=[O:24])[C:21]1[CH:20]=[CH:19][C:18]([O:17][CH2:10][C:11]2[CH:12]=[CH:13][CH:14]=[CH:15][CH:16]=2)=[CH:26][CH:25]=1)[CH3:51] |f:3.4,5.6|. Reported procedure: DIPEA (5.12 g, 6.85 mL, 0.59 mmol) was added to a stirred solution of 4-benzyloxy benzoic acid (2 g, 8.7 mmol) in DMF (18 mL). HOBT (1.3 g, 9.5 mmol) and EDCI.HCl (4.2 g, 21.7 mmol) were added at room temperature. After 2 minutes glycine ethyl ester HCl (1.47 g, 10.5 mmol) was added to the reaction mixture. The resulting mixture was stirred at room temperature overnight. Water was then added, and the product was extracted with EtOAc. The organic layer was washed with brine, dried over Na2SO4 and... The reactants are suspension, O1C(COC2=C1C=CC=C2)C(CO)N2CCC(CC2)C(=O)N (1-[1-(2,3-dihydro[4H]1,4-benzodioxin-2 yl)2-hydroxy ethyl]piperidine 4-carboxamide), [AlH4-].[Li+] (lithium aluminohydride). The solvent is O1CCCC1 (tetrahydrofuran). The product is O1C(COC2=C1C=CC=C2)C(CO)N2CCC(CC2)CN (1-[1-(2,3-dihydro[4H]1,4-benzodioxin-2 yl)2-hydroxy ethyl]4-aminomethyl piperidine). As a reaction SMILES: [AlH4-].[Li+].[O:3]1[C:8]2[CH:9]=[CH:10][CH:11]=[CH:12][C:7]=2[O:6][CH2:5][CH:4]1[CH:13]([N:16]1[CH2:21][CH2:20][CH:19]([C:22]([NH2:24])=O)[CH2:18][CH2:17]1)[CH2:14][OH:15]>O1CCCC1>[O:3]1[C:8]2[CH:9]=[CH:10][CH:11]=[CH:12][C:7]=2[O:6][CH2:5][CH:4]1[CH:13]([N:16]1[CH2:17][CH2:18][CH:19]([CH2:22][NH2:24])[CH2:20][CH2:21]1)[CH2:14][OH:15] |f:0.1|. Procedure details: A suspension of 30 g lithium aluminohydride in 1000 ml tetrahydrofuran is prepared under stirring and at room temperature. To this suspension 66 g of previously ground 1-[1-(2,3-dihydro[4H]1,4-benzodioxin-2 yl)2-hydroxy ethyl]piperidine 4-carboxamide are added portionwise. The product is C(C)OC(=O)C1(CCOCC1)C=1SC(=CC1)CN1C(=NC=2C1=NC(=CC2C)C)CC (4-[5-(2-ethyl-5,7-dimethylimidazo[4,5-b]pyridin-3-ylmethyl)thiophen-2-yl]tetrahydropyran-4-carboxylic acid ethyl ester). Procedure details: The product of Step 4, above (40), was alkylated as described in Example 1, Step 5, using 2-ethyl-5,7-dimethylimidazo[4,5-b]pyridine (7) to obtain the title compound (41). As a reaction SMILES: [CH2:1]([O:3][C:4]([C:6]1([C:12]2[S:13][C:14]([CH2:17]Cl)=[CH:15][CH:16]=2)[CH2:11][CH2:10][O:9][CH2:8][CH2:7]1)=[O:5])[CH3:2].[CH2:19]([C:21]1[NH:22][C:23]2[C:24]([N:31]=1)=[N:25][C:26]([CH3:30])=[CH:27][C:28]=2[CH3:29])[CH3:20]>>[CH2:1]([O:3][C:4]([C:6]1([C:12]2[S:13][C:14]([CH2:17][N:31]3[C:24]4=[N:25][C:26]([CH3:30])=[CH:27][C:28]([CH3:29])=[C:23]4[N:22]=[C:21]3[CH2:19][CH3:20])=[CH:15][CH:16]=2)[CH2:11][CH2:10][O:9][CH2:8][CH2:7]1)=[O:5])[CH3:2]. The reactants are C(C)OC(=O)C1(CCOCC1)C=1SC(=CC1)CCl (4-(5-chloromethylthiophen-2-yl)tetrahydropyran-4-carboxylic acid ethyl ester), C(C)OC(=O)C1(CCOCC1)C=1SC(=CC1)CCl (4-(5-chloromethylthiophen-2-yl)tetrahydropyran-4-carboxylic acid ethyl ester), C(C)C=1NC=2C(=NC(=CC2C)C)N1 (2-ethyl-5,7-dimethylimidazo[4,5-b]pyridine). Starting materials: OC(CC(C)=O)CCSC1=CC(=CC=C1)C(F)(F)F (4-hydroxy-6-(3-trifluoromethylphenylthio)-2-hexanone), C(C(=O)O)(=O)O (oxalic acid). The solvent is C1(=CC=CC=C1)C (toluene). Yields the product FC(C=1C=C(C=CC1)SCCC=CC(C)=O)(F)F (6-(3-trifluoromethylphenylthio)-3-hexen-2-one). The yield is 94.5%. As a reaction SMILES: O[CH:2]([CH2:7][CH2:8][S:9][C:10]1[CH:15]=[CH:14][CH:13]=[C:12]([C:16]([F:19])([F:18])[F:17])[CH:11]=1)[CH2:3][C:4](=[O:6])[CH3:5].C(O)(=O)C(O)=O>C1(C)C=CC=CC=1>[F:18][C:16]([F:17])([F:19])[C:12]1[CH:11]=[C:10]([S:9][CH2:8][CH2:7][CH:2]=[CH:3][C:4](=[O:6])[CH3:5])[CH:15]=[CH:14][CH:13]=1. Procedure: 5.84 Grams of 4-hydroxy-6-(3-trifluoromethylphenylthio)-2-hexanone were dissolved in 58 ml of toluene, and 0.62 g of oxalic acid was added thereto. The resulting mixture was refluxed for 4 hours with stirring, allowed to cool and then treated in the same manner as in Production example 34. Thus, 5.26 g of 6-(3-trifluoromethylphenylthio)-3-hexen-2-one (trans : cis =2.9 : 1) were obtained (purity: 98.5%). Further, the product was column chromatographed to obtain a purified product having a refract... Reactants: CC1=NOC(=N1)C1=C(C(=O)N[C@@H]2[C@H](CCC2)NC2=NC=C(C=C2)C(F)(F)F)C=CC=C1 (2-(3-Methyl-1,2,4-oxadiazol-5-yl)-N-[(1S,2S)-2-{[5-(trifluoromethyl)pyridin-2-yl]amino}cyclopentyl]benzamide), Cl.FC(C=1C=CC(=NC1)N[C@@H]1[C@H](CCC1)N)(F)F ((1S,2S)-1-N-[5-(trifluoromethyl)pyridin-2-yl]cyclopentane-1,2-diamine hydrochloride), N=1N(N=CC1)C1=C(C(=O)O)C=CC=C1 (2-(2H-1,2,3-triazol-2-yl)benzoic acid), Cl.FC(C=1C=CC(=NC1)N[C@@H]1[C@H](CCC1)N)(F)F ((1S,2S)-1-N-[5-(trifluoromethyl)pyridin-2-yl]cyclopentane-1,2-diamine hydrochloride). Yields the product N=1N(N=CC1)C1=C(C(=O)N[C@@H]2[C@H](CCC2)NC2=NC=C(C=C2)C(F)(F)F)C=CC=C1 (2-(2H-1,2,3-Triazol-2-yl)-N-[(1S,2S)-2-{[5-(trifluoromethyl)pyridin-2-yl]amino}cyclopentyl]benzamide). Reaction SMILES: CC1N=C([C:7]2[CH:31]=[CH:30][CH:29]=[CH:28][C:8]=2[C:9]([NH:11][C@H:12]2[CH2:16][CH2:15][CH2:14][C@@H:13]2[NH:17][C:18]2[CH:23]=[CH:22][C:21]([C:24]([F:27])([F:26])[F:25])=[CH:20][N:19]=2)=[O:10])ON=1.[N:32]1[N:33](C2C=CC=CC=2C(O)=O)[N:34]=[CH:35][CH:36]=1.Cl.FC(F)(F)C1C=CC(N[C@H]2CCC[C@@H]2N)=NC=1>>[N:32]1[N:33]([C:7]2[CH:31]=[CH:30][CH:29]=[CH:28][C:8]=2[C:9]([NH:11][C@H:12]2[CH2:16][CH2:15][CH2:14][C@@H:13]2[NH:17][C:18]2[CH:23]=[CH:22][C:21]([C:24]([F:27])([F:25])[F:26])=[CH:20][N:19]=2)=[O:10])[N:34]=[CH:35][CH:36]=1 |f:2.3|. Procedure: Prepared according to the procedure for 2-(3-methyl-1,2,4-oxadiazol-5-yl)-N-[(1S,2S)-2-{[5-(trifluoromethyl)pyridin-2-yl]amino}cyclopentyl]benzamide (Example 8) from 2-(2H-1,2,3-triazol-2-yl)benzoic acid (CAS number 1001401-62-2; 57 mg, 0.28 mmol) and (1S,2S)-1-N-[5-(trifluoromethyl)pyridin-2-yl]cyclopentane-1,2-diamine hydrochloride (Intermediate 1; 72 mg, 0.26 mmol) to afford the title compound. Reactants: COC1=C(CNC(=N)NC2=NC=C(C=C2)I)C(=CC=C1)OC (N-(2,6-dimethoxybenzyl)-N′-(5-iodopyridin-2-yl)guanidine), [Br-].C(C1=CC=CC=C1)[Zn+] (benzyl zinc bromide), acetate salt, C(C)(=O)[O-] (acetate), [Br-].C(C1=CC=CC=C1)[Zn+] (benzyl zinc bromide), [1,1-bis-(diphenylphosphino)ferrocene]palladium(II) chloride methylene chloride. The reagents and catalysts are [Pd] (Pd). Yields the product C(C1=CC=CC=C1)C=1C=CC(=NC1)NC(=N)NCC1=C(C=CC=C1OC)OC (N-(5-benzylpyridin-2-yl)-N′-(2,6-dimethoxybenzyl)guanidine). The yield is 22.5%. Reaction SMILES: [CH3:1][O:2][C:3]1[CH:20]=[CH:19][CH:18]=[C:17]([O:21][CH3:22])[C:4]=1[CH2:5][NH:6][C:7]([NH:9][C:10]1[CH:15]=[CH:14][C:13](I)=[CH:12][N:11]=1)=[NH:8].[Br-].[CH2:24]([Zn+])[C:25]1[CH:30]=[CH:29][CH:28]=[CH:27][CH:26]=1.C([O-])(=O)C>[Pd]>[CH2:24]([C:13]1[CH:14]=[CH:15][C:10]([NH:9][C:7]([NH:6][CH2:5][C:4]2[C:3]([O:2][CH3:1])=[CH:20][CH:19]=[CH:18][C:17]=2[O:21][CH3:22])=[NH:8])=[N:11][CH:12]=1)[C:25]1[CH:30]=[CH:29][CH:28]=[CH:27][CH:26]=1 |f:1.2|. Procedure details: The preparation was carried out analogously to Example 67, using 0.200 g (0.485 mmol) N-(2,6-dimethoxybenzyl)-N′-(5-iodopyridin-2-yl)guanidine and 2.43 mL (1.213 mmol) of the benzyl zinc bromide solution (0.5 M in tetrahydrofuran) under Pd catalysis with 20 mg (0.055 mmol) [1,1-bis-(diphenylphosphino)ferrocene]palladium(II) chloride-methylene chloride. The mixture was likewise heated under a nitrogen atmosphere, first under reflux for 6 hr, and then after repeated additions of 2×2.43 mL (1.213 m... Starting materials: BrC1=CC2=C(C3=NC(=CN3CCO2)C2=NC(=NN2C(C)C)N)C=C1 (5-(8-Bromo-4,5-dihydro-6-oxa-1,3a-diaza-benzo[e]azulen-2-yl)-1-isopropyl-1H-[1,2,4]triazol-3-ylamine). Reagents/catalysts: [Pd] (Pd on carbon). Product: N=1C(=CN2CCOC3=C(C21)C=CC=C3)C3=NC(=NN3C(C)C)N (5-(5,6-dihydrobenzo[f]imidazo[1,2-d][1,4]oxazepin-2-yl)-1-isopropyl-1H-1,2,4-triazol-3-amine). Reaction SMILES: Br[C:2]1[CH:24]=[CH:23][C:5]2[C:6]3[N:10]([CH2:11][CH2:12][O:13][C:4]=2[CH:3]=1)[CH:9]=[C:8]([C:14]1[N:18]([CH:19]([CH3:21])[CH3:20])[N:17]=[C:16]([NH2:22])[N:15]=1)[N:7]=3>[Pd]>[N:7]1[C:8]([C:14]2[N:18]([CH:19]([CH3:20])[CH3:21])[N:17]=[C:16]([NH2:22])[N:15]=2)=[CH:9][N:10]2[C:6]=1[C:5]1[CH:23]=[CH:24][CH:2]=[CH:3][C:4]=1[O:13][CH2:12][CH2:11]2. Reported procedure: 5-(8-Bromo-4,5-dihydro-6-oxa-1,3a-diaza-benzo[e]azulen-2-yl)-1-isopropyl-1H-[1,2,4]triazol-3-ylamine was hydrogenated in the presence of 10% Pd on carbon to give 231 after reverse phase HPLC. LCMS: 311.2. Starting materials: ClC1=C2C=CC=NC2=C(C(=C1)C(C)=O)N1CCN(CC1)C(=O)C1CCC1 (1-{5-chloro-8-[4-(cyclobutylcarbonyl)piperazin-1-yl]quinolin-7-yl}ethanone), C(C)(=O)[O-].[NH4+] (ammonium acetate), C(#N)[BH3-].[Na+] (sodium cyanoborohydride), O1CCCC1 (tetrahydrofuran). Solvent: CO (methanol), C(C)#N (acetonitrile). Reaction conditions: temperature 65 celsius. The product is ClC1=C2C=CC=NC2=C(C(=C1)C(C)N)N1CCN(CC1)C(=O)C1CCC1 (1-{5-Chloro-8-[4-(cyclobutylcarbonyl)piperazin-1-yl]quinolin-7-yl}ethanamine). Reaction SMILES: [Cl:1][C:2]1[CH:11]=[C:10]([C:12](=O)[CH3:13])[C:9]([N:15]2[CH2:20][CH2:19][N:18]([C:21]([CH:23]3[CH2:26][CH2:25][CH2:24]3)=[O:22])[CH2:17][CH2:16]2)=[C:8]2[C:3]=1[CH:4]=[CH:5][CH:6]=[N:7]2.C([O-])(=O)C.[NH4+].C([BH3-])#[N:33].[Na+].O1CCCC1>CO.C(#N)C>[Cl:1][C:2]1[CH:11]=[C:10]([CH:12]([NH2:33])[CH3:13])[C:9]([N:15]2[CH2:20][CH2:19][N:18]([C:21]([CH:23]3[CH2:26][CH2:25][CH2:24]3)=[O:22])[CH2:17][CH2:16]2)=[C:8]2[C:3]=1[CH:4]=[CH:5][CH:6]=[N:7]2 |f:1.2,3.4|. Procedure: A mixture of 1-{5-chloro-8-[4-(cyclobutylcarbonyl)piperazin-1-yl]quinolin-7-yl}ethanone (0.018 g, 0.048 mmol) and ammonium acetate (0.0373 g, 0.484 mmol) in methanol (0.2 mL) and acetonitrile (0.2 mL) was heated at 65° C. in a sealed tube for 1 hour. After cooling to room temperature, to the resulting mixture was added 1.0 M sodium cyanoborohydride in tetrahydrofuran (0.12 mL, 0.12 mmol). The reaction was heated at 65° C. overnight. The mixture was cooled to room temperature, quenched with sat. ...